This data is from the Open Reaction Database (ORD), a public repository of structured organic reaction records. The task is: describe an organic reaction: reactants, conditions, products, and yield Reactants: C(C)(C)C=1C=C(C=O)C=C(C1OC)C(C)C (3,5-Diisopropyl-4-methoxybenzaldehyde), NC=1C=C2CC(NC2=CC1)=O (5-amino-2-oxindole). Yields the product NC=1C=C2C(C(NC2=CC1)=O)=CC1=CC(=C(C(=C1)C(C)C)OC)C(C)C (5-Amino-3-(3,5-diisopropyl-4-methoxybenzylidene)-1,3-dihydroindol-2-one). As a reaction SMILES: [CH:1]([C:4]1[CH:5]=[C:6]([CH:9]=[C:10]([CH:14]([CH3:16])[CH3:15])[C:11]=1[O:12][CH3:13])[CH:7]=O)([CH3:3])[CH3:2].[NH2:17][C:18]1[CH:19]=[C:20]2[C:24](=[CH:25][CH:26]=1)[NH:23][C:22](=[O:27])[CH2:21]2>>[NH2:17][C:18]1[CH:19]=[C:20]2[C:24](=[CH:25][CH:26]=1)[NH:23][C:22](=[O:27])[C:21]2=[CH:7][C:6]1[CH:5]=[C:4]([CH:1]([CH3:3])[CH3:2])[C:11]([O:12][CH3:13])=[C:10]([CH:14]([CH3:16])[CH3:15])[CH:9]=1. Procedure details: 3,5-Diisopropyl-4-methoxybenzaldehyde was condensed with 5-amino-2-oxindole to give 0.3 g of 5-Amino-3-(3,5-diisopropyl-4-methoxybenzylidene)-1,3-dihydroindol-2-one as a yellow-orange solid. Reactants: COC=C1C(=O)NC(=O)c2ccccc21, CN(C)C=O, Nc1ccc2cn[nH]c2c1. Product: O=C1NC(=O)c2ccccc2C1=CNc1ccc2cn[nH]c2c1. RXN SMILES: [CH3:1][O:2][CH:3]=[C:4]1[C:5](=[O:15])[NH:6][C:7](=[O:14])[c:8]2[cH:9][cH:10][cH:11][cH:12][c:13]21.[CH3:26][N:27]([CH3:28])[CH:29]=[O:30].[nH:16]1[n:17][cH:18][c:19]2[cH:20][cH:21][c:22]([NH2:25])[cH:23][c:24]12>>[CH:3](=[C:4]1[C:5](=[O:15])[NH:6][C:7](=[O:14])[c:8]2[cH:9][cH:10][cH:11][cH:12][c:13]21)[NH:25][c:22]1[cH:21][cH:20][c:19]2[cH:18][n:17][nH:16][c:24]2[cH:23]1. Reactants: BrCc1ccccc1, O=C([O-])[O-], C=CCn1c(=O)[nH]c2c(Cl)nccc21, CN(C)C=O, CCOC(C)=O, [K+], [K+], O. Yields the product C=CCn1c(=O)n(Cc2ccccc2)c2c(Cl)nccc21. Reaction SMILES: [Br:7][CH2:8][c:9]1[cH:10][cH:11][cH:12][cH:13][cH:14]1.[C:1](=[O:2])([O-:3])[O-:4].[CH2:20]([CH:21]=[CH2:22])[n:23]1[c:24](=[O:33])[nH:25][c:26]2[c:27]([Cl:32])[n:28][cH:29][cH:30][c:31]12.[CH3:15][N:16]([CH3:17])[CH:18]=[O:19].[CH3:34][CH2:35][O:36][C:37](=[O:38])[CH3:39].[K+:5].[K+:6].[OH2:40]>>[CH2:8]([c:9]1[cH:10][cH:11][cH:12][cH:13][cH:14]1)[n:25]1[c:24](=[O:33])[n:23]([CH2:20][CH:21]=[CH2:22])[c:31]2[c:26]1[c:27]([Cl:32])[n:28][cH:29][cH:30]2. Reactants: BrB(Br)Br, CCCn1nc(-c2ccc(OC)cc2)c2cccc(-c3ccccc3)c21, ClCCl. The product is CCCn1nc(-c2ccc(O)cc2)c2cccc(-c3ccccc3)c21. Reaction SMILES: [B:27]([Br:28])([Br:29])[Br:30].[CH3:1][O:2][c:3]1[cH:4][cH:5][c:6](-[c:9]2[n:10][n:11]([CH2:24][CH2:25][CH3:26])[c:12]3[c:13](-[c:18]4[cH:19][cH:20][cH:21][cH:22][cH:23]4)[cH:14][cH:15][cH:16][c:17]23)[cH:7][cH:8]1.[Cl:31][CH2:32][Cl:33]>>[OH:2][c:3]1[cH:4][cH:5][c:6](-[c:9]2[n:10][n:11]([CH2:24][CH2:25][CH3:26])[c:12]3[c:13](-[c:18]4[cH:19][cH:20][cH:21][cH:22][cH:23]4)[cH:14][cH:15][cH:16][c:17]23)[cH:7][cH:8]1. Reactants: N (Ammonia), C(#N)C1=C(C=C(C(=O)NC2=C(C=C(C=C2C)C(C(C(F)(F)F)(F)F)(C(F)(F)F)F)COC)C=C1)F (4-cyano-3-fluoro-N-[2-methoxymethyl-6-methyl-4-(1,2,2,3,3,3-hexafluoro-1-trifluoromethyl-propyl)-phenyl]-benzamide), N (ammonia). Solvent: CS(=O)C (dimethylsulfoxide). Conditions: temperature 100 celsius. Yields the product NC=1C=C(C(=O)NC2=C(C=C(C=C2C)C(C(C(F)(F)F)(F)F)(C(F)(F)F)F)COC)C=CC1C#N (3-amino-4-cyano-N-[2-methoxymethyl-6-methyl-4-(1,2,2,3,3,3-hexafluoro-1-trifluoromethyl-propyl)-phenyl]-benzamide). The yield is 66.0%. Reaction SMILES: [NH3:1].[C:2]([C:4]1[CH:35]=[CH:34][C:7]([C:8]([NH:10][C:11]2[C:16]([CH3:17])=[CH:15][C:14]([C:18]([F:30])([C:26]([F:29])([F:28])[F:27])[C:19]([F:25])([F:24])[C:20]([F:23])([F:22])[F:21])=[CH:13][C:12]=2[CH2:31][O:32][CH3:33])=[O:9])=[CH:6][C:5]=1F)#[N:3]>CS(C)=O>[NH2:1][C:5]1[CH:6]=[C:7]([CH:34]=[CH:35][C:4]=1[C:2]#[N:3])[C:8]([NH:10][C:11]1[C:16]([CH3:17])=[CH:15][C:14]([C:18]([F:30])([C:26]([F:29])([F:28])[F:27])[C:19]([F:24])([F:25])[C:20]([F:23])([F:22])[F:21])=[CH:13][C:12]=1[CH2:31][O:32][CH3:33])=[O:9]. Reported procedure: Ammonia gas was added for 30 minutes to a solution of 4-cyano-3-fluoro-N-[2-methoxymethyl-6-methyl-4-(1,2,2,3,3,3-hexafluoro-1-trifluoromethyl-propyl)-phenyl]-benzamide (0.981 g, 1.90 mmol) (Example I1) in dimethylsulfoxide (20 ml). The reaction mixture was heated to 100° C. for 16 hours. The reaction mixture was allowed to cool to ambient temperature and more ammonia gas was added. The reaction mixture was heated to 100° C. for a further 16 hours. The reaction mixture was allowed to cool to amb... The reactants are F[B-](F)(F)F, CCCCc1noc(CO)c1COc1cc(C(=O)O)n(C)n1, CCN(C(C)C)C(C)C, Cl, NCC(F)(F)F, CN(C)C=O, CN(C)C(On1nnc2ccccc21)=[N+](C)C. Product: CCCCc1noc(CO)c1COc1cc(C(=O)NCC(F)(F)F)n(C)n1. As a reaction SMILES: [B-:23]([F:24])([F:25])([F:26])[F:27].[CH2:1]([CH2:2][CH2:3][CH3:4])[c:5]1[n:6][o:7][c:8]([CH2:21][OH:22])[c:9]1[CH2:10][O:11][c:12]1[cH:13][c:14]([C:18](=[O:19])[OH:20])[n:15]([CH3:17])[n:16]1.[CH:45]([N:46]([CH2:47][CH3:48])[CH:49]([CH3:50])[CH3:51])([CH3:52])[CH3:53].[ClH:60].[F:54][C:55]([CH2:56][NH2:57])([F:58])[F:59].[O:61]=[CH:62][N:63]([CH3:64])[CH3:65].[n:28]1([O:29][C:30]([N:31]([CH3:32])[CH3:33])=[N+:34]([CH3:35])[CH3:36])[c:37]2[cH:38][cH:39][cH:40][cH:41][c:42]2[n:43][n:44]1>>[CH2:1]([CH2:2][CH2:3][CH3:4])[c:5]1[n:6][o:7][c:8]([CH2:21][OH:22])[c:9]1[CH2:10][O:11][c:12]1[cH:13][c:14]([C:18](=[O:20])[NH:57][CH2:56][C:55]([F:54])([F:58])[F:59])[n:15]([CH3:17])[n:16]1. Reactants: Br, CC1(C)CN(C(=N)N)C(=O)N1, CCCO, CO, CCOC=C(C#N)C(=O)N(C)c1cccc(C(F)(F)F)c1. The product is CN(C(=O)C(C#N)=CNC(=N)N1CC(C)(C)NC1=O)c1cccc(C(F)(F)F)c1. Reaction SMILES: [BrH:1].[C:2]([NH2:3])(=[NH:4])[N:5]1[C:6](=[O:12])[NH:7][C:8]([CH3:10])([CH3:11])[CH2:9]1.[CH2:36]([OH:37])[CH2:38][CH3:39].[CH3:13][OH:14].[CH3:15][N:16]([C:17]([C:18](=[CH:19][O:20][CH2:21][CH3:22])[C:23]#[N:24])=[O:25])[c:26]1[cH:27][c:28]([C:32]([F:33])([F:34])[F:35])[cH:29][cH:30][cH:31]1>>[C:2](=[NH:3])([NH:4][CH:19]=[C:18]([C:17]([N:16]([CH3:15])[c:26]1[cH:27][c:28]([C:32]([F:33])([F:34])[F:35])[cH:29][cH:30][cH:31]1)=[O:25])[C:23]#[N:24])[N:5]1[C:6](=[O:12])[NH:7][C:8]([CH3:10])([CH3:11])[CH2:9]1. Reactants: C(C)N(CCOC1=CC=C(C=C1)C(CCC)N)CC (1-(4-(2-(Diethylamino)ethoxy)phenyl)butan-1-amine), CN(CCOC1=CC=C(C=C1)C(CCC)=O)C (1-(4-(2-(Dimethylamino)ethoxy)phenyl)butan-1-one). The product is CN(CCOC1=CC=C(C=C1)C(CCC)N)C (1-(4-(2-(Dimethylamino)ethoxy)phenyl)butan-1-amine). Isolated yield 73.0%. As a reaction SMILES: [CH2:1]([N:3]([CH2:18]C)[CH2:4][CH2:5][O:6][C:7]1[CH:12]=[CH:11][C:10]([CH:13]([NH2:17])[CH2:14][CH2:15][CH3:16])=[CH:9][CH:8]=1)C.CN(C)CCOC1C=CC(C(=O)CCC)=CC=1>>[CH3:18][N:3]([CH3:1])[CH2:4][CH2:5][O:6][C:7]1[CH:8]=[CH:9][C:10]([CH:13]([NH2:17])[CH2:14][CH2:15][CH3:16])=[CH:11][CH:12]=1. Reported procedure: The title compound was prepared by using a similar procedure as described for the preparation of 25 except that 1-(4-(2-(dimethylamino)ethoxy)phenyl)butan-1-one (22) was used instead of 1-(4-(2-(diethylamino)ethoxy)phenyl)butan-1-one (21). This produced crude 26 (410 mg, 73%) as a yellow oil: MS (ES+) m/z 237.1 (M+H)+. The reactants are IC=1N=CN(C1)C1=NC(=CC(=C1)C1=CC=C(C=C1)C(F)(F)F)C(F)(F)F (2-(4-iodo-imidazol-1-yl)-6-trifluoromethyl-4-(4-trifluoromethylphenyl)-pyridine), [Sn](CCCC)(CCCC)(CCCC)Cl (Bu3SnCl), C(C)(C)[Mg]Cl (i-PrMgCl), [Li+].[Cl-] (LiCl). Run in C1CCOC1 (THF). Conditions: temperature 23 celsius, time 48 hour. Product: C(CCC)[Sn](C=1N=CN(C1)C1=NC(=CC(=C1)C1=CC=C(C=C1)C(F)(F)F)C(F)(F)F)(CCCC)CCCC (2-(4-Tributylstannanyl-imidazol-1-yl)-6-trifluoromethyl-4-(4-trifluoromethyl-phenyl)-pyridine). As a reaction SMILES: I[C:2]1[N:3]=[CH:4][N:5]([C:7]2[CH:12]=[C:11]([C:13]3[CH:18]=[CH:17][C:16]([C:19]([F:22])([F:21])[F:20])=[CH:15][CH:14]=3)[CH:10]=[C:9]([C:23]([F:26])([F:25])[F:24])[N:8]=2)[CH:6]=1.C([Mg]Cl)(C)C.[Li+].[Cl-].[Sn:34](Cl)([CH2:43][CH2:44][CH2:45][CH3:46])([CH2:39][CH2:40][CH2:41][CH3:42])[CH2:35][CH2:36][CH2:37][CH3:38]>C1COCC1>[CH2:43]([Sn:34]([CH2:35][CH2:36][CH2:37][CH3:38])([CH2:39][CH2:40][CH2:41][CH3:42])[C:2]1[N:3]=[CH:4][N:5]([C:7]2[CH:12]=[C:11]([C:13]3[CH:18]=[CH:17][C:16]([C:19]([F:22])([F:21])[F:20])=[CH:15][CH:14]=3)[CH:10]=[C:9]([C:23]([F:26])([F:25])[F:24])[N:8]=2)[CH:6]=1)[CH2:44][CH2:45][CH3:46] |f:2.3|. Procedure: To a solution of 2-(4-iodo-imidazol-1-yl)-6-trifluoromethyl-4-(4-trifluoromethylphenyl)-pyridine (example E.93) (1.2 g, 2.48 mmol) in THF (15 mL) at 0° C. was quickly added added i-PrMgCl.LiCl (1 M in THF, 3.0 mL, 3.0 mmol) and the mixture was stirred at 0° C. for 15 min. Then Bu3SnCl (0.94 mL, 3.48 mmol) was added, the cooling bath was removed and the mixture was stirred at 23° C. for 48 h. Poured into sat. NH4Cl-sol., extracted with EtOAc, washed with brine and dried over Na2SO4. Removal of th... Starting materials: CC1(OC2=C(C(=CC(=C2)C(CCC)(C)C2=CC=C(C=C2)F)O)C2=C1CCN(C2)CC#C)C (5,5-dimethyl-10-hydroxy-8-(4-fluorophenyl-1-methylbutyl)-2-(2-propynyl)-1,2,3,4-tetrahydro-5H[1]benzopyrano[3,4-d]pyridine), Cl.N1(CCCCC1)CCCCC(=O)O (δ-piperidinovaleric acid hydrochloride), C1(CCCCC1)N=C=NC1CCCCC1 (dicyclohexylcarbodiimide). Run in C(Cl)Cl (methylene chloride). Product: Cl.CC1(OC2=C(C(=CC(=C2)C(CCC)(C)C2=CC=C(C=C2)F)OC(CCCCN2CCCCC2)=O)C2=C1CCN(C2)CC#C)C (5,5-Dimethyl-10-[5-(piperidino)valeryloxyl]-8-(4-fluorophenyl-1-methylbutyl)-2-(2-propynyl)-1,2,3,4-tetrahydro-5H[1]benzopyrano[3,4-d]pyridine hydrochloride). As a reaction SMILES: [CH3:1][C:2]1([CH3:32])[C:24]2[CH2:25][CH2:26][N:27]([CH2:29][C:30]#[CH:31])[CH2:28][C:23]=2[C:5]2[C:6]([OH:22])=[CH:7][C:8]([C:10]([C:15]3[CH:20]=[CH:19][C:18]([F:21])=[CH:17][CH:16]=3)([CH3:14])[CH2:11][CH2:12][CH3:13])=[CH:9][C:4]=2[O:3]1.[ClH:33].[N:34]1([CH2:40][CH2:41][CH2:42][CH2:43][C:44](O)=[O:45])[CH2:39][CH2:38][CH2:37][CH2:36][CH2:35]1.C1(N=C=NC2CCCCC2)CCCCC1>C(Cl)Cl>[ClH:33].[CH3:32][C:2]1([CH3:1])[C:24]2[CH2:25][CH2:26][N:27]([CH2:29][C:30]#[CH:31])[CH2:28][C:23]=2[C:5]2[C:6]([O:22][C:44](=[O:45])[CH2:43][CH2:42][CH2:41][CH2:40][N:34]3[CH2:39][CH2:38][CH2:37][CH2:36][CH2:35]3)=[CH:7][C:8]([C:10]([C:15]3[CH:16]=[CH:17][C:18]([F:21])=[CH:19][CH:20]=3)([CH3:14])[CH2:11][CH2:12][CH3:13])=[CH:9][C:4]=2[O:3]1 |f:1.2,5.6|. Procedure: A mixture of 2.4 g. (6.06 mm.) of 5,5-dimethyl-10-hydroxy-8-(4-fluorophenyl-1-methylbutyl)-2-(2-propynyl)-1,2,3,4-tetrahydro-5H[1]benzopyrano[3,4-d]pyridine, 1.35 g. (6.06 mm.) of δ-piperidinovaleric acid hydrochloride and 1.30 g. (6.30 mm.) of dicyclohexylcarbodiimide in 100 ml. of methylene chloride are stirred at room temperature for 5 hours. The reaction mixture is cooled overnight in the refrigerator and the by-product of dicyclohexylurea removed by suction filration. The mother liquor is e...